Dataset: the Open Reaction Database (ORD), a public repository of structured organic reaction records. Task: describe an organic reaction: reactants, conditions, products, and yield The reactants are [Cl-], Fc1cccc(Nc2cc(Cl)ncn2)c1, [H-], CCI, [NH4+], [Na+], C1CCOC1. Product: CCN(c1cccc(F)c1)c1cc(Cl)ncn1. Reaction SMILES: [Cl-:21].[Cl:3][c:4]1[n:5][cH:6][n:7][c:8]([NH:10][c:11]2[cH:12][c:13]([F:17])[cH:14][cH:15][cH:16]2)[cH:9]1.[H-:1].[I:18][CH2:19][CH3:20].[NH4+:22].[Na+:2].[O:23]1[CH2:24][CH2:25][CH2:26][CH2:27]1>>[Cl:3][c:4]1[n:5][cH:6][n:7][c:8]([N:10]([c:11]2[cH:12][c:13]([F:17])[cH:14][cH:15][cH:16]2)[CH2:19][CH3:20])[cH:9]1. The reactants are O=Cc1cc(Br)n(S(=O)(=O)c2ccccc2)c1, COCCOC, OB(O)c1cccnc1F, [Na+], O, O=C([O-])O, c1ccc(P(c2ccccc2)(c2ccccc2)[Pd](P(c2ccccc2)(c2ccccc2)c2ccccc2)(P(c2ccccc2)(c2ccccc2)c2ccccc2)P(c2ccccc2)(c2ccccc2)c2ccccc2)cc1. Yields the product O=Cc1cc(-c2cccnc2F)n(S(=O)(=O)c2ccccc2)c1. As a reaction SMILES: [Br:1][c:2]1[cH:3][c:4]([CH:16]=[O:17])[cH:5][n:6]1[S:7](=[O:8])(=[O:9])[c:10]1[cH:11][cH:12][cH:13][cH:14][cH:15]1.[CH3:33][O:34][CH2:35][CH2:36][O:37][CH3:38].[F:18][c:19]1[n:20][cH:21][cH:22][cH:23][c:24]1[B:25]([OH:26])[OH:27].[Na+:28].[OH2:116].[OH:29][C:30](=[O:31])[O-:32].[cH:39]1[cH:40][cH:41][c:42]([P:43]([Pd:44]([P:45]([c:46]2[cH:47][cH:48][cH:49][cH:50][cH:51]2)([c:52]2[cH:53][cH:54][cH:55][cH:56][cH:57]2)[c:58]2[cH:59][cH:60][cH:61][cH:62][cH:63]2)([P:64]([c:65]2[cH:66][cH:67][cH:68][cH:69][cH:70]2)([c:71]2[cH:72][cH:73][cH:74][cH:75][cH:76]2)[c:77]2[cH:78][cH:79][cH:80][cH:81][cH:82]2)[P:83]([c:84]2[cH:85][cH:86][cH:87][cH:88][cH:89]2)([c:90]2[cH:91][cH:92][cH:93][cH:94][cH:95]2)[c:96]2[cH:97][cH:98][cH:99][cH:100][cH:101]2)([c:102]2[cH:103][cH:104][cH:105][cH:106][cH:107]2)[c:108]2[cH:109][cH:110][cH:111][cH:112][cH:113]2)[cH:114][cH:115]1>>[c:2]1(-[c:24]2[c:19]([F:18])[n:20][cH:21][cH:22][cH:23]2)[cH:3][c:4]([CH:16]=[O:17])[cH:5][n:6]1[S:7](=[O:8])(=[O:9])[c:10]1[cH:11][cH:12][cH:13][cH:14][cH:15]1.